From a dataset of the Open Reaction Database (ORD), a public repository of structured organic reaction records. describe an organic reaction: reactants, conditions, products, and yield Starting materials: C(C)(=O)C1=CC(=C(OCCCCCC(C(=O)O)(C)C)C=C1O)CC (7-(4-acetyl-2-ethyl-5-hydroxyphenoxy)-2,2-dimethylheptanoic acid), Cl.NO (hydroxylamine hydrochloride), C(C)(=O)[O-].[Na+] (sodium acetate). Solvent: CO (methanol). The product is ON=CCC1=CC(=C(OCCCCCC(C(=O)O)(C)C)C=C1O)CC (7-{4-[-(Hydroxyimino)ethyl]-2-ethyl-5-hydroxyphenoxy}-2,2-dimethylheptanoic acid). Yield: 42.5%. As a reaction SMILES: [C:1]([C:4]1[C:21]([OH:22])=[CH:20][C:7]([O:8][CH2:9][CH2:10][CH2:11][CH2:12][CH2:13][C:14]([CH3:19])([CH3:18])[C:15]([OH:17])=[O:16])=[C:6]([CH2:23][CH3:24])[CH:5]=1)(=O)[CH3:2].Cl.[NH2:26][OH:27].C([O-])(=O)C.[Na+]>CO>[OH:27][N:26]=[CH:2][CH2:1][C:4]1[C:21]([OH:22])=[CH:20][C:7]([O:8][CH2:9][CH2:10][CH2:11][CH2:12][CH2:13][C:14]([CH3:19])([CH3:18])[C:15]([OH:17])=[O:16])=[C:6]([CH2:23][CH3:24])[CH:5]=1 |f:1.2,3.4|. Procedure details: A mixture of 7.1 g of 7-(4-acetyl-2-ethyl-5-hydroxyphenoxy)-2,2-dimethylheptanoic acid, 0.149 g of hydroxylamine hydrochloride, 0.176 g of sodium acetate, and 50 ml of methanol were heated at reflux for 48 hours. The reaction mixture was allowed to cool to room temperature and the resulting solid collected by filtration. The solid was crystallized from methylene chloride/hexane to provide 0.32 g of the desired titled product. The reactants are CCOC(=O)C(CCF)c1csc(NC(=O)OC(C)(C)C)n1, C1CCOC1, CO, Cl, [Li+], [OH-]. The product is CC(C)(C)OC(=O)Nc1nc(C(CCF)C(=O)O)cs1. As a reaction SMILES: [C:1]([CH3:2])([CH3:3])([CH3:4])[O:5][C:6](=[O:7])[NH:8][c:9]1[s:10][cH:11][c:12]([CH:14]([C:15](=[O:16])[O:17][CH2:18][CH3:19])[CH2:20][CH2:21][F:22])[n:13]1.[CH2:26]1[O:27][CH2:28][CH2:29][CH2:30]1.[CH3:31][OH:32].[ClH:25].[Li+:23].[OH-:24]>>[C:1]([CH3:2])([CH3:3])([CH3:4])[O:5][C:6](=[O:7])[NH:8][c:9]1[s:10][cH:11][c:12]([CH:14]([C:15](=[O:16])[OH:17])[CH2:20][CH2:21][F:22])[n:13]1.